This data is from the Open Reaction Database (ORD), a public repository of structured organic reaction records. The task is: describe an organic reaction: reactants, conditions, products, and yield Reactants: ClC1=CC=C(C(=O)CC#N)C=C1 (4-chlorobenzoylacetonitrile), M{37Cl}—H, [N+](=O)(O)[O-].NC(=N)N (guanidine nitrate), CS(=O)C (DMSO), [H-].[Na+] (sodium hydride), CI (methyl iodide), M{35Cl}—H. The solvent is C(=S)=S (carbon disulphide), CN(C)C=O (DMF), C(C)N(CC)CC (triethylamine). Yields the product NC1=NC(=C(C(=N1)C1=CC=C(C=C1)Cl)C#N)SC (2-Amino-4-(p-chlorophenyl)-6-(methylthio)-pyrimidine-5-carbonitrile). Reaction SMILES: [Cl:1][C:2]1[CH:12]=[CH:11][C:5]([C:6]([CH2:8][C:9]#[N:10])=O)=[CH:4][CH:3]=1.[H-].[Na+].CI.[N+]([O-])(O)=O.[NH2:21][C:22]([NH2:24])=[NH:23].[CH3:25][S:26]([CH3:28])=O>CN(C=O)C.C(N(CC)CC)C.C(=S)=S>[NH2:23][C:22]1[N:24]=[C:6]([C:5]2[CH:11]=[CH:12][C:2]([Cl:1])=[CH:3][CH:4]=2)[C:8]([C:9]#[N:10])=[C:25]([S:26][CH3:28])[N:21]=1 |f:1.2,4.5|. Reported procedure: From 4-chlorobenzoylacetonitrile with sodium hydride, carbon disulphide and methyl iodide in DMSO. Then treatment with guanidine nitrate and triethylamine in DMF. EI-MS m/e (%): 278 (M{37Cl}+, 14), 277 ([M{37Cl}—H]+, 42), 276 (M{35Cl} +, 46), 275 ([M{35Cl}—H]+, 100), 241 ([M—Cl]+, 30). Reactants: [Al] (aluminum), C(C)(C)(C)C=1C(C(=CC(C1)(C(F)(F)F)O[Si](CC)(CC)CC)C(C)(C)C)=O (2,6-di-tert-butyl-4-triethylsiloxy-4-trifluoromethyl-2,5-cyclohexadien-1-one), mercuric chloride. The solvent is O (water), O (water), O (water). Run at temperature 70 celsius. Product: C(C)(C)(C)C1(CC=C(C=C1C(C)(C)C)C(F)(F)F)O (1,6-di-tert-butyl-4-trifluoromethylphenol). The yield is 87.0%. As a reaction SMILES: [Al].[C:2]([C:6]1[C:7](=[O:28])[C:8](C(C)(C)C)=[CH:9][C:10](O[Si](CC)(CC)CC)([C:12]([F:15])([F:14])[F:13])[CH:11]=1)([CH3:5])([CH3:4])[CH3:3]>O>[C:2]([C:7]1([OH:28])[C:6]([C:2]([CH3:4])([CH3:5])[CH3:3])=[CH:11][C:10]([C:12]([F:14])([F:13])[F:15])=[CH:9][CH2:8]1)([CH3:5])([CH3:4])[CH3:3]. Procedure details: A strip of aluminum foil weighing 264 mg (9.8 mmol) was amalgamated by immersion in a solution of 2% mercuric chloride in water for 15 seconds, washed with absolute ethanol followed by diethyl ether, cut into small pieces, and added to a solution of 412 mg of 96% pure (0.98 mmol) 2,6-di-tert-butyl-4-triethylsiloxy-4-trifluoromethyl-2,5-cyclohexadien-1-one in 25 mL of 10% water - 90% tetrahydrofuran. The resulting mixture was heated at 70° C. for 1.5 hours, allowed to cool to room temperature, an... Reactants: ClP(Cl)Cl, CC(C)(C)c1c[n+]([O-])c(N)c(C#N)n1. Product: CC(C)(C)c1cnc(N)c(C#N)n1. As a reaction SMILES: [Cl:15][P:16]([Cl:17])[Cl:18].[NH2:1][c:2]1[n+:3]([O-:14])[cH:4][c:5]([C:10]([CH3:11])([CH3:12])[CH3:13])[n:6][c:7]1[C:8]#[N:9]>>[NH2:1][c:2]1[n:3][cH:4][c:5]([C:10]([CH3:11])([CH3:12])[CH3:13])[n:6][c:7]1[C:8]#[N:9]. Reactants: C(C)(C)(C)OC(=O)N1COC([C@@H]1CC1=CC=CC=C1)=O ((4S)-N-tert-butoxycarbonyl-4-phenylmethyloxazolidin-5-one), BrCCl (bromochloromethane), Cl (Hydrochloric acid), solution, C(CCC)[Li] (n-butyllithium). The solvent is O1CCCC1 (tetrahydrofuran), CCCCCC (hexane). Conditions: temperature -78 celsius, time 40 minute. The product is Cl.N[C@H](C(CCl)=O)CC1=CC=CC=C1 ((S)-3-amino-1-chloro-4-phenyl-2-butanone hydrochloride). The yield is 77.0%. As a reaction SMILES: C(OC([N:8]1[C@@H:12]([CH2:13][C:14]2[CH:19]=[CH:18][CH:17]=[CH:16][CH:15]=2)[C:11](=[O:20])OC1)=O)(C)(C)C.Br[CH2:22][Cl:23].C([Li])CCC.Cl>CCCCCC.O1CCCC1>[ClH:23].[NH2:8][C@@H:12]([CH2:13][C:14]1[CH:15]=[CH:16][CH:17]=[CH:18][CH:19]=1)[C:11](=[O:20])[CH2:22][Cl:23] |f:6.7|. Procedure: (4S)-N-tert-butoxycarbonyl-4-phenylmethyloxazolidin-5-one (1.00 g) and bromochloromethane (0.31 ml) were added to dehydrated tetrahydrofuran (36 ml). After cooling to −78° C., 1.53 M solution (3.07 ml) of n-butyllithium in hexane was added to the obtained mixture, and they were stirred for 40 minutes. 6 N Hydrochloric acid was added to the reaction mixture to terminate the reaction. The temperature of the reaction mixture was elevated to room temperature. The reaction mixture was concentrated to...